Dataset: the Open Reaction Database (ORD), a public repository of structured organic reaction records. Task: describe an organic reaction: reactants, conditions, products, and yield Starting materials: C(O)([O-])=O.[Na+] (sodium hydrogen carbonate), COC1=CC=C(C=C1)CCN (2-(4-methoxyphenyl)-ethylamine), C(C)(C)N(CC)C(C)C (diisopropylethylamine), BrC1=CC=C(C(=O)Cl)C=C1 (4-bromobenzoyl chloride). Run in C(Cl)Cl (methylene chloride), C(Cl)Cl (methylene chloride). Product: BrC1=CC=C(C(=O)NCCC2=CC(=CC=C2)OC)C=C1 (4-bromo-N-[2-(3-methoxy-phenyl)-ethyl]-benzamide). Reaction SMILES: CO[C:3]1[CH:8]=[CH:7][C:6]([CH2:9][CH2:10][NH2:11])=[CH:5][CH:4]=1.C(N(C(C)C)CC)(C)C.[Br:21][C:22]1[CH:30]=[CH:29][C:25]([C:26](Cl)=[O:27])=[CH:24][CH:23]=1.[C:31](=O)([O-])[OH:32].[Na+]>C(Cl)Cl>[Br:21][C:22]1[CH:30]=[CH:29][C:25]([C:26]([NH:11][CH2:10][CH2:9][C:6]2[CH:5]=[CH:4][CH:3]=[C:8]([O:32][CH3:31])[CH:7]=2)=[O:27])=[CH:24][CH:23]=1 |f:3.4|. Procedure: 29.2 ml of 2-(4-methoxyphenyl)-ethylamine and 34.2 ml of diisopropylethylamine are added dropwise in succession at 0° C. to a solution of 43.9 g of 4-bromobenzoyl chloride in 500 ml of methylene chloride. The reaction mixture is left to warm to room temperature and stirred, subsequently diluted with methylene chloride and treated with saturated sodium hydrogen carbonate solution. The organic phase is washed with saturated sodium hydrogen carbonate solution and then saturated sodium chloride solu...